This data is from the Open Reaction Database (ORD), a public repository of structured organic reaction records. The task is: describe an organic reaction: reactants, conditions, products, and yield The reactants are C(=O)(OCC)C1C(CCCCC1)=O (2-carbethoxycycloheptanone), ClC1=CC(=C(C=C1)NN)F (4-chloro-2-fluorophenyl hydrazine), C1(=CC=CC=C1)C (toluene), C(C)(=O)O (acetic acid). The solvent is O (water). The product is 12, ClC1=CC(=C(C=C1)N1NC2=C(C1=O)CCCCC2)F (2-(4-chloro-2-fluorophenyl)-1,4,5,6,7,8-hexahydrocycloheptapyrazol-3(2H)-one). RXN SMILES: [C:1]([CH:6]1[CH2:12][CH2:11][CH2:10][CH2:9][CH2:8][C:7]1=O)([O:3]CC)=O.[Cl:14][C:15]1[CH:20]=[CH:19][C:18]([NH:21][NH2:22])=[C:17]([F:23])[CH:16]=1.C1(C)C=CC=CC=1.C(O)(=O)C>O>[Cl:14][C:15]1[CH:20]=[CH:19][C:18]([N:21]2[C:1](=[O:3])[C:6]3[CH2:12][CH2:11][CH2:10][CH2:9][CH2:8][C:7]=3[NH:22]2)=[C:17]([F:23])[CH:16]=1. Reported procedure: A mixture of 9.3 parts of 2-carbethoxycycloheptanone [prepared by the method of G. Stork, et al., J. Am. Chem. Soc., 85, 207 (1963)], 8.1 parts of 4-chloro-2-fluorophenyl hydrazine, 100 parts of toluene and 0.5 parts of acetic acid was refluxed for 4 hours until all water was evolved. The resulting solution was cooled to -50° and filtered to yield 12 parts of 2-(4-chloro-2-fluorophenyl)-1,4,5,6,7,8-hexahydrocycloheptapyrazol-3(2H)-one melting at 197°-201°. Four parts of the pyrazolone was mixed ... The reactants are FC(F)(F)c1cnc(Cl)nc1Cl, [K+], [K+], COc1cc(C(=O)OCc2ccccc2)ccc1N, O=C([O-])[O-], C1COCCO1. The product is COc1cc(C(=O)OCc2ccccc2)ccc1Nc1ncc(C(F)(F)F)c(Cl)n1. As a reaction SMILES: [Cl:26][c:27]1[n:28][cH:29][c:30]([C:34]([F:35])([F:36])[F:37])[c:31]([Cl:33])[n:32]1.[K+:20].[K+:21].[NH2:1][c:2]1[c:3]([O:18][CH3:19])[cH:4][c:5]([C:6](=[O:7])[O:8][CH2:9][c:10]2[cH:11][cH:12][cH:13][cH:14][cH:15]2)[cH:16][cH:17]1.[O-:22][C:23]([O-:24])=[O:25].[O:38]1[CH2:39][CH2:40][O:41][CH2:42][CH2:43]1>>[NH:1]([c:2]1[c:3]([O:18][CH3:19])[cH:4][c:5]([C:6](=[O:7])[O:8][CH2:9][c:10]2[cH:11][cH:12][cH:13][cH:14][cH:15]2)[cH:16][cH:17]1)[c:27]1[n:28][cH:29][c:30]([C:34]([F:35])([F:36])[F:37])[c:31]([Cl:33])[n:32]1. Reactants: 13a-16b, O=[O+][O-] (ozone), O=[O+][O-] (ozone), CCO[Si](OCC)(OCC)OCC (TEOS). Product: O=[O+][O-].CCO[Si](OCC)(OCC)OCC (O3 TEOS). RXN SMILES: [O:1]=[O+:2][O-:3].[CH3:4][CH2:5][O:6][Si:7]([O:14][CH2:15][CH3:16])([O:11][CH2:12][CH3:13])[O:8][CH2:9][CH3:10]>>[O:1]=[O+:2][O-:3].[CH3:10][CH2:9][O:8][Si:7]([O:6][CH2:5][CH3:4])([O:11][CH2:12][CH3:13])[O:14][CH2:15][CH3:16] |f:2.3|. Procedure details: In the examples shown in FIGS. 13a-16b, the same process parameters were used: a pressure of about 450 Torr, a heater temperature of about 400° C., a helium flow rate of about 3000 sccm, an ozone flow rate of about 5000 sccm, a TEOS flow rate of about 320 mgm, and an ozone concentration of about 12.5 wt. %. This provides an O3/TEOS ratio of about 13:1. The observed deposition rate is about 3000 Å/min on silicon, about 1000 Å/min on LPCVD silicon nitride, and about 1050 Å/min on thermal oxide. Th... Starting materials: CO, COc1ccc(Cn2c(O)nc3c(Cl)nc4ccccc4c32)cc1, N. Yields the product COc1ccc(Cn2c(O)nc3c(N)nc4ccccc4c32)cc1. Reaction SMILES: [CH3:26][OH:27].[Cl:1][c:2]1[n:3][c:4]2[cH:5][cH:6][cH:7][cH:8][c:9]2[c:10]2[c:11]1[n:12][c:13]([OH:24])[n:14]2[CH2:15][c:16]1[cH:17][cH:18][c:19]([O:22][CH3:23])[cH:20][cH:21]1.[NH3:25]>>[c:2]1([NH2:25])[n:3][c:4]2[cH:5][cH:6][cH:7][cH:8][c:9]2[c:10]2[c:11]1[n:12][c:13]([OH:24])[n:14]2[CH2:15][c:16]1[cH:17][cH:18][c:19]([O:22][CH3:23])[cH:20][cH:21]1. The reactants are CC(=O)Nc1ccc(O)cc1, Nc1cc(Cl)ccc1[N+](=O)[O-], [H-], [Na+], O, CN(C)C=O. Product: CC(=O)Nc1ccc(Oc2ccc([N+](=O)[O-])c(N)c2)cc1. Reaction SMILES: [C:2]([CH3:3])(=[O:4])[NH:5][c:6]1[cH:7][cH:8][c:9]([OH:12])[cH:10][cH:11]1.[Cl:13][c:14]1[cH:15][cH:16][c:17]([N+:21](=[O:22])[O-:23])[c:18]([NH2:19])[cH:20]1.[H-:25].[Na+:24].[O:1].[O:26]=[CH:27][N:28]([CH3:29])[CH3:30]>>[C:2]([CH3:3])(=[O:4])[NH:5][c:6]1[cH:7][cH:8][c:9]([O:12][c:14]2[cH:15][cH:16][c:17]([N+:21](=[O:22])[O-:23])[c:18]([NH2:19])[cH:20]2)[cH:10][cH:11]1. Reactants: N1=CC(=CC=C1)CN1CC(C2=CC(=CC=C12)O)(C)C (1-(3-pyridylmethyl)-3,3-dimethylindolin-5-ol), C(CCCCC)N=C=O (n-hexylisocyanate), Example 2 ( 2 ). Yields the product C(CCCCC)NC(OC=1C=C2C(CN(C2=CC1)CC=1C=NC=CC1)(C)C)=O (1-(3-pyridylmethyl)-3,3-dimethylindolin-5-yl n-hexylcarbamate), solid. The yield is 36.0%. RXN SMILES: [N:1]1[CH:6]=[CH:5][CH:4]=[C:3]([CH2:7][N:8]2[C:16]3[C:11](=[CH:12][C:13]([OH:17])=[CH:14][CH:15]=3)[C:10]([CH3:19])([CH3:18])[CH2:9]2)[CH:2]=1.[CH2:20]([N:26]=[C:27]=[O:28])[CH2:21][CH2:22][CH2:23][CH2:24][CH3:25]>>[CH2:20]([NH:26][C:27](=[O:28])[O:17][C:13]1[CH:12]=[C:11]2[C:16](=[CH:15][CH:14]=1)[N:8]([CH2:7][C:3]1[CH:2]=[N:1][CH:6]=[CH:5][CH:4]=1)[CH2:9][C:10]2([CH3:19])[CH3:18])[CH2:21][CH2:22][CH2:23][CH2:24][CH3:25]. Procedure details: The title compound was synthesized from 1-(3-pyridylmethyl)-3,3-dimethylindolin-5-ol (20.0 mg, 0.09 mmol) using the same procedure employed for Example 2 (2), but with n-hexylisocyanate instead of 4-isopropylphenylisocyanate. The product was obtained as a white solid (10.7 mg, 36%) having the following characteristics. Starting materials: solution, N (ammonia), O=C1C(=CNN1C1=CC=C(C=N1)C(=O)Cl)C=1C=NC=CC1 (6-(5-oxo-4-pyridin-3-yl-2,5-dihydro-1H-pyrazol-1-yl)pyridine-3-carbonyl chloride). Run in O1CCOCC1 (dioxane), O1CCOCC1 (dioxane). The product is Cl.O=C1C(=CNN1C1=CC=C(C=N1)C(=O)N)C=1C=NC=CC1 (6-(5-Oxo-4-pyridin-3-yl-2,5-dihydro-1H-pyrazol-1-yl)pyridine-3-carboxamide hydrochloride). As a reaction SMILES: [O:1]=[C:2]1[N:6]([C:7]2[N:12]=[CH:11][C:10]([C:13]([Cl:15])=[O:14])=[CH:9][CH:8]=2)[NH:5][CH:4]=[C:3]1[C:16]1[CH:17]=[N:18][CH:19]=[CH:20][CH:21]=1.[NH3:22]>O1CCOCC1>[ClH:15].[O:1]=[C:2]1[N:6]([C:7]2[N:12]=[CH:11][C:10]([C:13]([NH2:22])=[O:14])=[CH:9][CH:8]=2)[NH:5][CH:4]=[C:3]1[C:16]1[CH:17]=[N:18][CH:19]=[CH:20][CH:21]=1 |f:3.4|. Procedure details: 337 mg (1.0 mmol) of 6-(5-oxo-4-pyridin-3-yl-2,5-dihydro-1H-pyrazol-1-yl)pyridine-3-carbonyl chloride are suspended in 5 ml of dioxane. Slowly and with stirring, 4 ml of a 5 N solution of ammonia in dioxane are then added, and the mixture is stirred at RT for 16 h. The mixture is then concentrated, and the residue is taken up in DMSO and purified by preparative HPLC (RP18 column; mobile phase: acetonitrile/water gradient with 0.1% TFA added to the water). The product-containing fractions are com... Reactants: hydrochloride salt, CC1=CC=C(C=C1)S(=O)(=O)OCC1OC2=C(C1)C=C(C=C2F)C2=CC(=CC=C2)F ((±)-[7-fluoro-5-(3-fluorophenyl)-2,3-dihydro-1-benzofuran-2-yl]methyl 4-methylbenzenesulfonate), CN (methylamine). The product is FC1=CC(=CC=2CC(OC21)CNC)C2=CC(=CC=C2)F ((±)-{[7-fluoro-5-(3-fluorophenyl)-2,3-dihydro-1-benzofuran-2-yl]methyl}methylamine). Reaction SMILES: CC1C=CC(S(O[CH2:12][CH:13]2[CH2:17][C:16]3[CH:18]=[C:19]([C:23]4[CH:28]=[CH:27][CH:26]=[C:25]([F:29])[CH:24]=4)[CH:20]=[C:21]([F:22])[C:15]=3[O:14]2)(=O)=O)=CC=1.[CH3:30][NH2:31]>>[F:22][C:21]1[C:15]2[O:14][CH:13]([CH2:12][NH:31][CH3:30])[CH2:17][C:16]=2[CH:18]=[C:19]([C:23]2[CH:28]=[CH:27][CH:26]=[C:25]([F:29])[CH:24]=2)[CH:20]=1. Procedure details: The title compound was prepared (0.12 g, 88%) following the general procedure of Example 390 as a white solid, hydrochloride salt from (±)-[7-fluoro-5-(3-fluorophenyl)-2,3-dihydro-1-benzofuran-2-yl]methyl 4-methylbenzenesulfonate (0.19 g, 0.45 mmol) and methylamine (0.28 g, 9.1 mmol). mp >250° C. Reactants: Cc1cc(C)c2ccc(=O)n(CCN3C(=O)c4ccccc4C3=O)c2n1, NNC(=O)c1ccccc1C(=O)NN, CCO, Cl, NN, O. Product: Cl, Cc1cc(C)c2ccc(=O)n(CCN)c2n1. Reaction SMILES: [C:1]1(=[O:2])[N:5]([CH2:6][CH2:7][n:8]2[c:9](=[O:20])[cH:10][cH:11][c:12]3[c:13]([CH3:19])[cH:14][c:15]([CH3:18])[n:16][c:17]23)[C:3](=[O:4])[c:21]2[cH:22][cH:23][cH:24][cH:25][c:26]21.[C:30]([NH:31][NH2:32])(=[O:33])[c:34]1[c:35]([C:40]([NH:41][NH2:42])=[O:43])[cH:36][cH:37][cH:38][cH:39]1.[CH3:44][CH2:45][OH:46].[ClH:29].[NH2:27][NH2:28].[OH2:47]>>[ClH:29].[NH2:5][CH2:6][CH2:7][n:8]1[c:9](=[O:20])[cH:10][cH:11][c:12]2[c:13]([CH3:19])[cH:14][c:15]([CH3:18])[n:16][c:17]12.